Dataset: the Open Reaction Database (ORD), a public repository of structured organic reaction records. Task: describe an organic reaction: reactants, conditions, products, and yield Reactants: CC(=O)N(C)c1scc(C)c1C(=O)c1ccccc1, CCO, [K+], [OH-], O. Product: CNc1scc(C)c1C(=O)c1ccccc1. RXN SMILES: [CH3:1][N:2]([c:3]1[s:4][cH:5][c:6]([CH3:16])[c:7]1[C:8]([c:9]1[cH:10][cH:11][cH:12][cH:13][cH:14]1)=[O:15])[C:17](=[O:18])[CH3:19].[CH3:22][CH2:23][OH:24].[K+:21].[OH-:20].[OH2:25]>>[CH3:1][NH:2][c:3]1[s:4][cH:5][c:6]([CH3:16])[c:7]1[C:8]([c:9]1[cH:10][cH:11][cH:12][cH:13][cH:14]1)=[O:15]. Run at temperature 110 celsius. Procedure: A mixture of (±)-3-[7-chloro-3-(4-methoxy-phenyl)-4-methyl-2-oxo-3,4-dihydro-2H-pyrimido[4,5-d]pyrimidin-1-yl]-benzonitrile (0.49 g; 1.21 mmol) (from Example 5a supra) and aniline (0.50 mL; 5.49 mmol) (Aldrich) was heated to 110° C. for one hour. Methanol was added to the hot mixture and the solution was then cooled. The solid that precipitated out of solution was collected and recrystallized from methanol to yield (±)-3-[3-(4-methoxy-phenyl)-4-methyl-2-oxo-7-phenylamino-3,4-dihydro-2H-pyrimido[... Solvent: CO (Methanol). The reactants are ClC1=NC=C2C(=N1)N(C(N(C2C)C2=CC=C(C=C2)OC)=O)C=2C=C(C#N)C=CC2 ((±)-3-[7-chloro-3-(4-methoxy-phenyl)-4-methyl-2-oxo-3,4-dihydro-2H-pyrimido[4,5-d]pyrimidin-1-yl]-benzonitrile), NC1=CC=CC=C1 (aniline). RXN SMILES: Cl[C:2]1[N:7]=[C:6]2[N:8]([C:22]3[CH:23]=[C:24]([CH:27]=[CH:28][CH:29]=3)[C:25]#[N:26])[C:9](=[O:21])[N:10]([C:13]3[CH:18]=[CH:17][C:16]([O:19][CH3:20])=[CH:15][CH:14]=3)[CH:11]([CH3:12])[C:5]2=[CH:4][N:3]=1.[NH2:30][C:31]1[CH:36]=[CH:35][CH:34]=[CH:33][CH:32]=1>CO>[CH3:20][O:19][C:16]1[CH:15]=[CH:14][C:13]([N:10]2[CH:11]([CH3:12])[C:5]3[C:6](=[N:7][C:2]([NH:30][C:31]4[CH:36]=[CH:35][CH:34]=[CH:33][CH:32]=4)=[N:3][CH:4]=3)[N:8]([C:22]3[CH:23]=[C:24]([CH:27]=[CH:28][CH:29]=3)[C:25]#[N:26])[C:9]2=[O:21])=[CH:18][CH:17]=1. Yields the product COC1=CC=C(C=C1)N1C(N(C2=NC(=NC=C2C1C)NC1=CC=CC=C1)C=1C=C(C#N)C=CC1)=O ((±)-3-[3-(4-methoxy-phenyl)-4-methyl-2-oxo-7-phenylamino-3,4-dihydro-2H-pyrimido[4,5-d]pyrimidin-1-yl]-benzonitrile). The reactants are C(C)(=O)O[C@H]1[C@@H](C(N1)=O)NC(C(=NOC)C=1N=C(SC1)NC(CCl)=O)=O ((3S,4S)-4-acetoxy-3-[2-(2-chloroacetamidothiazol-4-yl)-2-methoxyiminoacetamido]-2-oxoazetidine), [N-]=[N+]=[N-].[Na+] (sodium azide). Run in CN(C)C=O (DMF), O (water), O (water). Run at time 18 hour. The product is N(=[N+]=[N-])C1[C@@H](C(N1)=O)NC(C(=NOC)C=1N=C(SC1)NC(CCl)=O)=O ((3S)-4-azido-3-[2-(2-chloroacetamidothiazol-4-yl)-2-methoxyiminoacetamido]-2-oxoazetidine). The yield is 73.2%. RXN SMILES: C([O:4][C@@H:5]1[NH:8][C:7](=O)[C@H:6]1[NH:10][C:11](=[O:26])[C:12]([C:16]1[N:17]=[C:18]([NH:21][C:22](=[O:25])[CH2:23][Cl:24])[S:19][CH:20]=1)=[N:13][O:14][CH3:15])(=O)C.[N-:27]=[N+:28]=[N-:29].[Na+]>CN(C=O)C.O>[N:27]([CH:7]1[NH:8][C:5](=[O:4])[C@H:6]1[NH:10][C:11](=[O:26])[C:12]([C:16]1[N:17]=[C:18]([NH:21][C:22](=[O:25])[CH2:23][Cl:24])[S:19][CH:20]=1)=[N:13][O:14][CH3:15])=[N+:28]=[N-:29] |f:1.2|. Procedure details: To a solution of 0.308 g of (3S,4S)-4-acetoxy-3-[2-(2-chloroacetamidothiazol-4-yl)-2-methoxyiminoacetamido]-2-oxoazetidine in 3 ml of DMF is added under ice-cooling a solution of 0.061 g of sodium azide in 2 ml of water. The mixture is stirred for 18 hours at room temperature, to which is added water, then the resulting precipitates are collected by filtration to give 0.216 g of (3S)-4-azido-3-[2-(2-chloroacetamidothiazol-4-yl)-2-methoxyiminoacetamido]-2-oxoazetidine. Starting materials: C1CCC(=O)OCC1 (e-caprolactone), C([O-])([O-])=O.[K+].[K+] (potassium carbonate). The solvent is CO (methanol). Reaction conditions: time 1 hour. The product is COC(CCCCCO)=O (6-hydroxycaproic acid methyl ester). The yield is 556.4%. Reaction SMILES: [CH2:1]1[CH2:8][CH2:7][O:6][C:4](=[O:5])[CH2:3][CH2:2]1.[C:9](=O)([O-])[O-:10].[K+].[K+]>CO>[CH3:9][O:10][C:4](=[O:5])[CH2:3][CH2:2][CH2:1][CH2:8][CH2:7][OH:6] |f:1.2.3|. Reported procedure: A mixture of 10.6 ml (0.1 mol) e-caprolactone and 1.97 g (0.015 mol) potassium carbonate in 50 ml methanol is stirred for one hour at room temperature, then the potassium carbonate is removed by filtration and the mother liquor is evaporated to dryness in a vacuum. The residue is taken up in 20 ml saturated ammonium chloride solution and the solution is extracted three times with 50 ml diethyl ether each time. After drying the combined organic phases over sodium sulfate and removing the solvent,... Procedure details: Prepared according to procedure T using 4-(3,3-dimethylindolin-6-yl)morpholine (0.2 g, 0.86 mmol), 7,9-dichloro-3,3-dimethyl-2,3-dihydro-1H-cyclopenta[b]-quinoline (0.434 g, 1.72 mmol), cesium carbonate (0.561 g, 1.72 mmol), Pd2(dba)3 (0.079 g, 0.086 mmol) and (±) BINAP (0.084 g, 0.129 mmol) in 1,4-dioxane (2 mL). After HPLC purification 7-chloro-9-(3,3-dimethyl-6-(4-morpholinyl)-2,3-dihydro-1H-indol-1-yl)-3,3-dimethyl-2,3-dihydro-1H-cyclopenta[b]-quinoline was obtained. 1H NMR (500 MHz, DMSO-d6... The product is ClC1=CC=2C(=C3C(=NC2C=C1)C(CC3)(C)C)N3CC(C1=CC=C(C=C31)N3CCOCC3)(C)C (7-Chloro-9-(3,3-dimethyl-6-(4-morpholinyl)-2,3-dihydro-1H-indol-1-yl)-3,3-dimethyl-2,3-dihydro-1H-cyclopenta[b]quinoline). The solvent is O1CCOCC1 (1,4-dioxane). Reagents/catalysts: C=1C=CC(=CC1)/C=C/C(=O)/C=C/C2=CC=CC=C2.C=1C=CC(=CC1)/C=C/C(=O)/C=C/C2=CC=CC=C2.C=1C=CC(=CC1)/C=C/C(=O)/C=C/C2=CC=CC=C2.[Pd].[Pd] (Pd2(dba)3). Reaction SMILES: [CH3:1][C:2]1([CH3:17])[C:10]2[C:5](=[CH:6][C:7]([N:11]3[CH2:16][CH2:15][O:14][CH2:13][CH2:12]3)=[CH:8][CH:9]=2)[NH:4][CH2:3]1.[Cl:18][C:19]1[CH:28]=[CH:27][C:26]2[N:25]=[C:24]3[C:29]([CH3:33])([CH3:32])[CH2:30][CH2:31][C:23]3=[C:22](Cl)[C:21]=2[CH:20]=1.C(=O)([O-])[O-].[Cs+].[Cs+].C1C=CC(P(C2C(C3C(P(C4C=CC=CC=4)C4C=CC=CC=4)=CC=C4C=3C=CC=C4)=C3C(C=CC=C3)=CC=2)C2C=CC=CC=2)=CC=1>O1CCOCC1.C1C=CC(/C=C/C(/C=C/C2C=CC=CC=2)=O)=CC=1.C1C=CC(/C=C/C(/C=C/C2C=CC=CC=2)=O)=CC=1.C1C=CC(/C=C/C(/C=C/C2C=CC=CC=2)=O)=CC=1.[Pd].[Pd]>[Cl:18][C:19]1[CH:28]=[CH:27][C:26]2[N:25]=[C:24]3[C:29]([CH3:33])([CH3:32])[CH2:30][CH2:31][C:23]3=[C:22]([N:4]3[C:5]4[C:10](=[CH:9][CH:8]=[C:7]([N:11]5[CH2:16][CH2:15][O:14][CH2:13][CH2:12]5)[CH:6]=4)[C:2]([CH3:17])([CH3:1])[CH2:3]3)[C:21]=2[CH:20]=1 |f:2.3.4,7.8.9.10.11|. Reactants: CC1(CNC2=CC(=CC=C12)N1CCOCC1)C (4-(3,3-dimethylindolin-6-yl)morpholine), C=1C=CC(=CC1)P(C=2C=CC=CC2)C3=CC=C4C=CC=CC4=C3C5=C6C=CC=CC6=CC=C5P(C=7C=CC=CC7)C=8C=CC=CC8 (BINAP), ClC1=CC=2C(=C3C(=NC2C=C1)C(CC3)(C)C)Cl (7,9-dichloro-3,3-dimethyl-2,3-dihydro-1H-cyclopenta[b]-quinoline), C([O-])([O-])=O.[Cs+].[Cs+] (cesium carbonate). Reactants: C(C)(=O)OCC (ethyl acetate), CN(C(CN1C=C(C=C1)CO)=O)CCC1=CC=CC=C1 (N-methyl-N-phenethyl-2-[3-hydroxymethylpyrrol-1-yl]acetamide), N1=CC=CC=C1 (pyridine), S(=O)(Cl)Cl (thionyl chloride). The solvent is C(Cl)Cl (methylene chloride). Conditions: time 18 hour. Product: CN(C(CN1C=C(C=C1)CCl)=O)CCC1=CC=CC=C1 (N-methyl-N-phenethyl-2-[3-chloromethylpyrrol-l-yl]acetamide). Reaction SMILES: [CH3:1][N:2]([CH2:13][CH2:14][C:15]1[CH:20]=[CH:19][CH:18]=[CH:17][CH:16]=1)[C:3](=[O:12])[CH2:4][N:5]1[CH:9]=[CH:8][C:7]([CH2:10]O)=[CH:6]1.N1C=CC=CC=1.S(Cl)([Cl:29])=O.C(OCC)(=O)C>C(Cl)Cl>[CH3:1][N:2]([CH2:13][CH2:14][C:15]1[CH:20]=[CH:19][CH:18]=[CH:17][CH:16]=1)[C:3](=[O:12])[CH2:4][N:5]1[CH:9]=[CH:8][C:7]([CH2:10][Cl:29])=[CH:6]1. Procedure: To a solution of N-methyl-N-phenethyl-2-[3-hydroxymethylpyrrol-1-yl]acetamide and pyridine in methylene chloride is added dropwise 2 molar equivalents of thionyl chloride. The resulting mixture is stirred at room tenperature for 18 hours and ethyl acetate is added. The solution is washed with water and brine, dried over MgSO4 and concentrated in vacuo. The residue obtained is purified by a silica gel flash column to give N-methyl-N-phenethyl-2-[3-chloromethylpyrrol-l-yl]acetamide which is used d... Reactants: O=C1N([C@@H](C1)CC1OOCO1)C(C(=O)OC)=O (methyl [(4R)-2-oxo-4-(1,2,4-trioxolan-3-ylmethyl)azetidin-1-yl]glyoxylate), CSC (dimethyl sulfide). Solvent: CO (methanol), ClCCl (dichloromethane). Run at temperature 5 celsius, time 15 hour. The product is COC(C[C@@H]1CC(N1)=O)OC ((4R)-4-(2,2-dimethoxyethyl)-2-oxo-azetidine), O=CC[C@@H]1CC(N1)=O ((4R)-4-(2-oxoethyl)-2-oxoazetidine). As a reaction SMILES: [O:1]=[C:2]1[CH2:5][C@@H:4]([CH2:6][CH:7]2[O:11][CH2:10]O[O:8]2)[N:3]1C(=O)C(OC)=O.[CH3:18]SC>CO.ClCCl>[CH3:10][O:11][CH:7]([O:8][CH3:18])[CH2:6][C@H:4]1[NH:3][C:2](=[O:1])[CH2:5]1.[O:8]=[CH:7][CH2:6][C@H:4]1[NH:3][C:2](=[O:1])[CH2:5]1. Reported procedure: A solution of methyl [(4R)-2-oxo-4-(1,2,4-trioxolan-3-ylmethyl)azetidin-1-yl]glyoxylate (320 mg) and dimethyl sulfide (2 ml) in a mixture of methanol (10 ml) and dichloromethane (9 ml) was stirred at 5° C. for six hours, at room temperature for 15 hours, and at 55° C. for four hours. The resultant solution was concentrated and the residue was dissolved in a mixture of dimethyl sulfide (2 ml) and methanol (15 ml). Silica gel (100 mg) was added and the mixture was stirred at room temperature for f...